This data is from the Open Reaction Database (ORD), a public repository of structured organic reaction records. The task is: describe an organic reaction: reactants, conditions, products, and yield Reaction SMILES: Br[C:2]1[CH:7]=[CH:6][N:5]2[C:8]([NH:11][CH:12]([CH3:14])[CH3:13])=[N:9][N:10]=[C:4]2[CH:3]=1.[CH:15]1([NH:18][C:19](=[O:36])[C:20]2[CH:25]=[CH:24][C:23]([CH3:26])=[C:22](B3OC(C)(C)C(C)(C)O3)[CH:21]=2)[CH2:17][CH2:16]1.O.C(=O)([O-])[O-].[Na+].[Na+]>COCCOC.O.Cl[Pd](Cl)([P](C1C=CC=CC=1)(C1C=CC=CC=1)C1C=CC=CC=1)[P](C1C=CC=CC=1)(C1C=CC=CC=1)C1C=CC=CC=1>[CH:15]1([NH:18][C:19](=[O:36])[C:20]2[CH:25]=[CH:24][C:23]([CH3:26])=[C:22]([C:2]3[CH:7]=[CH:6][N:5]4[C:8]([NH:11][CH:12]([CH3:14])[CH3:13])=[N:9][N:10]=[C:4]4[CH:3]=3)[CH:21]=2)[CH2:16][CH2:17]1 |f:2.3.4.5,^1:53,72|. Yields the product C1(CC1)NC(C1=CC(=C(C=C1)C)C1=CC=2N(C=C1)C(=NN2)NC(C)C)=O (N-cyclopropyl-3-(3-(isopropylamino)-[1,2,4]triazolo[4,3-a]pyridin-7-yl)-4-methylbenzamide). The reagents and catalysts are Cl[Pd]([P](C1=CC=CC=C1)(C2=CC=CC=C2)C3=CC=CC=C3)([P](C4=CC=CC=C4)(C5=CC=CC=C5)C6=CC=CC=C6)Cl (trans-dichlorobis(triphenyl-phosphine)palladium (II)). Run at temperature 150 celsius. Procedure details: In a microwave tube was placed 7-bromo-N-isopropyl-[1,2,4]triazolo[4,3-a]pyridin-3-amine (0.105 g, 0.41 mmol), N-cyclopropyl-4-methyl-3-(4,4,5,5-tetramethyl-1,3,2-dioxaborolan-2-yl)benzamide (0.16 g, 0.54 mmol), trans-dichlorobis(triphenyl-phosphine)palladium (II) (0.024 g, 0.034 mmol) and sodium carbonate monohydrate (0.29 g, 2.3 mmol) in 2.8 mL of DME and 1.1 mL of water. The mixture was heated in the microwave at 150° C. for 15 min. Water was then added and the mixture was extracted with DCM ... Reactants: BrC1=CC=2N(C=C1)C(=NN2)NC(C)C (7-bromo-N-isopropyl-[1,2,4]triazolo[4,3-a]pyridin-3-amine), C1(CC1)NC(C1=CC(=C(C=C1)C)B1OC(C(O1)(C)C)(C)C)=O (N-cyclopropyl-4-methyl-3-(4,4,5,5-tetramethyl-1,3,2-dioxaborolan-2-yl)benzamide), O.C([O-])([O-])=O.[Na+].[Na+] (sodium carbonate monohydrate). The solvent is O (water), COCCOC (DME), O (Water). Yield: 141.7%. Run in CN(C=O)C (dimethylformamide). The product is OCC=1C=C(C=CC1)NC1=NC(=C2NC(N(C2=N1)C1=C(C=CC=C1)OC)=O)C(=O)N (2-(3-(HYDROXYMETHYL)PHENYLAMINO)-9-(2-METHOXYPHENYL)-8-OXO-8,9-DIHYDRO-7H-PURINE-6-CARBOXAMIDE). Yield: 93.0%. As a reaction SMILES: [N+:1]([C:4]1[C:5]([C:28](OCC)=[O:29])=[N:6][C:7]([NH:19][C:20]2[CH:25]=[CH:24][CH:23]=[C:22]([CH2:26][OH:27])[CH:21]=2)=[N:8][C:9]=1[NH:10][C:11]1[CH:16]=[CH:15][CH:14]=[CH:13][C:12]=1[O:17][CH3:18])([O-])=O.ClC1N=C([C:40](OCC)=[O:41])C([N+]([O-])=O)=C(NC2C=CC=CC=2OC)N=1.[NH2:57]C1C=C(C=CC=1)CO.C(N(C(C)C)CC)(C)C>CN(C)C=O>[OH:27][CH2:26][C:22]1[CH:21]=[C:20]([NH:19][C:7]2[N:8]=[C:9]3[C:4]([NH:1][C:40](=[O:41])[N:10]3[C:11]3[CH:16]=[CH:15][CH:14]=[CH:13][C:12]=3[O:17][CH3:18])=[C:5]([C:28]([NH2:57])=[O:29])[N:6]=2)[CH:25]=[CH:24][CH:23]=1. Procedure details: Ethyl 5-nitro-2-(3-(hydroxymethyl)phenylamino)-6-(2-methoxyphenylamino)pyrimidine-4-carboxylate. Ethyl 2-chloro-6-(2-methoxyphenylamino)-5-nitropyrimidine-4-carboxylate (See Example 30.A) (0.300 g, 0.852 mmol), 3-aminobenzyl alcohol (0.125 g, 1.2 mmol) and diisopropylethylamine (0.219 g) were reacted according to General Procedure C, except at room temperature and in dimethylformamide (5 ml). The crude reaction mixture was condensed and purified using Biotage chromatography (60 to 100% EtOAc in ... Starting materials: ClC1=NC(=C(C(=N1)C(=O)OCC)[N+](=O)[O-])NC1=C(C=CC=C1)OC (Ethyl 2-chloro-6-(2-methoxyphenylamino)-5-nitropyrimidine-4-carboxylate), NC=1C=C(CO)C=CC1 (3-aminobenzyl alcohol), C(C)(C)N(CC)C(C)C (diisopropylethylamine), [N+](=O)([O-])C=1C(=NC(=NC1NC1=C(C=CC=C1)OC)NC1=CC(=CC=C1)CO)C(=O)OCC (Ethyl 5-nitro-2-(3-(hydroxymethyl)phenylamino)-6-(2-methoxyphenylamino)pyrimidine-4-carboxylate).